This data is from the Open Reaction Database (ORD), a public repository of structured organic reaction records. The task is: describe an organic reaction: reactants, conditions, products, and yield The reactants are C1CCNCC1, CC(C)(C)[O-], Cc1ccc(Cl)cc1, Cc1ccccc1, [Na+], O=C(C=Cc1ccccc1)C=Cc1ccccc1, O=C(C=Cc1ccccc1)C=Cc1ccccc1, O=C(C=Cc1ccccc1)C=Cc1ccccc1, [Pd], [Pd]. Product: Cc1ccc(N2CCCCC2)cc1. Reaction SMILES: [CH2:9]1[CH2:10][CH2:11][NH:12][CH2:13][CH2:14]1.[CH3:15][C:16]([CH3:17])([O-:18])[CH3:19].[CH3:1][c:2]1[cH:3][cH:4][c:5]([Cl:8])[cH:6][cH:7]1.[CH3:21][c:22]1[cH:23][cH:24][cH:25][cH:26][cH:27]1.[Na+:20].[O:30]=[C:31]([CH:32]=[CH:33][c:34]1[cH:35][cH:36][cH:37][cH:38][cH:39]1)[CH:40]=[CH:41][c:42]1[cH:43][cH:44][cH:45][cH:46][cH:47]1.[O:48]=[C:49]([CH:50]=[CH:51][c:52]1[cH:53][cH:54][cH:55][cH:56][cH:57]1)[CH:58]=[CH:59][c:60]1[cH:61][cH:62][cH:63][cH:64][cH:65]1.[O:66]=[C:67]([CH:68]=[CH:69][c:70]1[cH:71][cH:72][cH:73][cH:74][cH:75]1)[CH:76]=[CH:77][c:78]1[cH:79][cH:80][cH:81][cH:82][cH:83]1.[Pd:28].[Pd:29]>>[CH3:1][c:2]1[cH:3][cH:4][c:5]([N:12]2[CH2:11][CH2:10][CH2:9][CH2:14][CH2:13]2)[cH:6][cH:7]1. Reactants: NC1=NC(=C(C(=N1)N)C1=C(C(=CC(=C1)Cl)Cl)Cl)C (2,4-Diamino-5-(2,3,5-trichlorophenyl)-6-methylpyrimidine), ClC=1C=C(C=C(C1)Cl)CC#N (3,5-dichlorophenylacetonitrile). As a reaction SMILES: [NH2:1][C:2]1[N:7]=[C:6]([NH2:8])[C:5]([C:9]2[CH:14]=[C:13]([Cl:15])[CH:12]=[C:11]([Cl:16])[C:10]=2Cl)=[C:4]([CH3:18])[N:3]=1.ClC1C=C(CC#N)C=C(Cl)C=1>>[NH2:1][C:2]1[N:7]=[C:6]([NH2:8])[C:5]([C:9]2[CH:10]=[C:11]([Cl:16])[CH:12]=[C:13]([Cl:15])[CH:14]=2)=[C:4]([CH3:18])[N:3]=1. Procedure: This compound was prepared in a manner analogous to the compound of Example 6 from 3,5-dichlorophenylacetonitrile (Aldrich). mp. 242°-244° C. Yields the product NC1=NC(=C(C(=N1)N)C1=CC(=CC(=C1)Cl)Cl)C (2,4-Diamino-5-(3,5-dichlorophenyl)-6-methylpyrimidine). The reactants are CC1N(CC1OC1=CC(=CC=C1)C(F)(F)F)C(=O)Cl (2-methyl-3-[3-(trifluoromethyl)phenoxy]-1-azetidinecarbonyl chloride), [OH-].[NH4+] (ammonium hydroxide). Run in O (water), O1CCCC1 (tetrahydrofuran). Conditions: time 6 hour. The product is C[C@@H]1N(C[C@@H]1OC1=CC(=CC=C1)C(F)(F)F)C(=O)N (Cis-2-Methyl-3-[3-(trifluoromethyl)phenoxy]-1-azetidinecarboxamide). Yield: 87.0%. RXN SMILES: [CH3:1][CH:2]1[CH:5]([O:6][C:7]2[CH:12]=[CH:11][CH:10]=[C:9]([C:13]([F:16])([F:15])[F:14])[CH:8]=2)[CH2:4][N:3]1[C:17](Cl)=[O:18].[OH-].[NH4+:21]>O1CCCC1.O>[CH3:1][C@H:2]1[C@@H:5]([O:6][C:7]2[CH:12]=[CH:11][CH:10]=[C:9]([C:13]([F:16])([F:15])[F:14])[CH:8]=2)[CH2:4][N:3]1[C:17]([NH2:21])=[O:18] |f:1.2|. Procedure: A solution of 4.02 g (0.01 mole) of crude (73%) 2-methyl-3-[3-(trifluoromethyl)phenoxy]-1-azetidinecarbonyl chloride cis isomer in 20 ml of tetrahydrofuran was treated while stirring with 2 ml (0.02 mole) of 57% aqueous ammonium hydroxide. After stirring for 6 hr, the reaction mixture was diluted with 100 ml of water and the oil which separated was extracted into methylene chloride (2×50 ml). The combined extracts were dried over magnesium sulfate and concentrated in vacuo to give 4.2 g. A sampl... Reactants: ClC=1C=C2C3=C(NC2=CC1)CN(CC3)C (6-chloro-2-methyl-2,3,4,9-tetrahydro-1H-pyrido[3,4-b]indole), CuSO4.5H2O, N1=CC=CC2=CC=C3C=CC=NC3=C12 (1,10-phenanthroline), [O-]P(=O)([O-])[O-].[K+].[K+].[K+] (K3PO4), BrC#CC1=CC(=C(C=C1)OC)F (4-(bromoethynyl)-2-fluoro-1-methoxybenzene). The solvent is C1(=CC=CC=C1)C (toluene). Reaction conditions: temperature 80 celsius. Product: ClC=1C=C2C3=C(N(C2=CC1)C#CC1=CC(=C(C=C1)OC)F)CN(CC3)C (6-chloro-9-((3-fluoro-4-methoxyphenyl)ethynyl)-2-methyl-2,3,4,9-tetrahydro-1H-pyrido[3,4-b]indole). Yield: 18.1%. Reaction SMILES: [Cl:1][C:2]1[CH:3]=[C:4]2[C:8](=[CH:9][CH:10]=1)[NH:7][C:6]1[CH2:11][N:12]([CH3:15])[CH2:13][CH2:14][C:5]2=1.N1C2C(=CC=C3C=2N=CC=C3)C=CC=1.[O-]P([O-])([O-])=O.[K+].[K+].[K+].Br[C:39]#[C:40][C:41]1[CH:46]=[CH:45][C:44]([O:47][CH3:48])=[C:43]([F:49])[CH:42]=1>C1(C)C=CC=CC=1>[Cl:1][C:2]1[CH:3]=[C:4]2[C:8](=[CH:9][CH:10]=1)[N:7]([C:39]#[C:40][C:41]1[CH:46]=[CH:45][C:44]([O:47][CH3:48])=[C:43]([F:49])[CH:42]=1)[C:6]1[CH2:11][N:12]([CH3:15])[CH2:13][CH2:14][C:5]2=1 |f:2.3.4.5|. Procedure details: 6-chloro-2-methyl-2,3,4,9-tetrahydro-1H-pyrido[3,4-b]indole (100 mg, 0.45 mmol) was mixed with CuSO4.5H2O (23 mg, 0.090 mmol), 1,10-phenanthroline (33 mg, 0.18 mmol), K3PO4 (192 mg, 0.90 mmol) and 4-(bromoethynyl)-2-fluoro-1-methoxybenzene (113 mg, 0.49 mmol) in toluene (5 ml). The reaction mixture was purged with nitrogen and heated at 80° C. for 16 h. Product was detected by LCMS. The reaction mixture was filtered through Celite and Celite bed was rinsed with dichloromethane. Combined organic ... Reactants: CCCCCCCCCCCCc1ccc(Br)cc1, CC(C)(C)P(C(C)(C)C)C(C)(C)C, CC(C)(C)[O-], Cc1ccccc1, [K+], c1ccc(Nc2ccccc2)cc1, CC(=O)[O-], CC(=O)[O-], [Pd+2]. Reaction SMILES: [Br:14][c:15]1[cH:16][cH:17][c:18]([CH2:21][CH2:22][CH2:23][CH2:24][CH2:25][CH2:26][CH2:27][CH2:28][CH2:29][CH2:30][CH2:31][CH3:32])[cH:19][cH:20]1.[C:33]([P:34]([C:35]([CH3:36])([CH3:37])[CH3:38])[C:39]([CH3:40])([CH3:41])[CH3:42])([CH3:43])([CH3:44])[CH3:45].[CH3:46][C:47]([CH3:48])([O-:49])[CH3:50].[CH3:61][c:62]1[cH:63][cH:64][cH:65][cH:66][cH:67]1.[K+:51].[NH:1]([c:2]1[cH:3][cH:4][cH:5][cH:6][cH:7]1)[c:8]1[cH:9][cH:10][cH:11][cH:12][cH:13]1.[O-:53][C:54]([CH3:55])=[O:56].[O-:57][C:58]([CH3:59])=[O:60].[Pd+2:52]>>[N:1]([c:2]1[cH:3][cH:4][cH:5][cH:6][cH:7]1)([c:8]1[cH:9][cH:10][cH:11][cH:12][cH:13]1)[c:15]1[cH:16][cH:17][c:18]([CH2:21][CH2:22][CH2:23][CH2:24][CH2:25][CH2:26][CH2:27][CH2:28][CH2:29][CH2:30][CH2:31][CH3:32])[cH:19][cH:20]1. Product: CCCCCCCCCCCCc1ccc(N(c2ccccc2)c2ccccc2)cc1.